describe an organic reaction: reactants, conditions, products, and yield From a dataset of the Open Reaction Database (ORD), a public repository of structured organic reaction records. The reactants are O=c1[nH]c2cc(F)cc(Br)c2[nH]c1=O, [K+], O=[N+]([O-])[O-], O, O=S(=O)(O)O. The product is O=c1[nH]c2cc(F)c([N+](=O)[O-])c(Br)c2[nH]c1=O. As a reaction SMILES: [Br:1][c:2]1[c:3]2[nH:4][c:5](=[O:14])[c:6](=[O:13])[nH:7][c:8]2[cH:9][c:10]([F:12])[cH:11]1.[K+:19].[N+:15](=[O:16])([O-:17])[O-:18].[OH2:20].[S:21](=[O:22])(=[O:23])([OH:24])[OH:25]>>[Br:1][c:2]1[c:3]2[nH:4][c:5](=[O:14])[c:6](=[O:13])[nH:7][c:8]2[cH:9][c:10]([F:12])[c:11]1[N+:15](=[O:16])[O-:17].